This data is from the Open Reaction Database (ORD), a public repository of structured organic reaction records. The task is: describe an organic reaction: reactants, conditions, products, and yield The reactants are CN(C)C=O, CC(C)COC1=CC(=O)C(Cc2cccc(CCI)c2)C1, [N-]=[N+]=[N-], [Na+], O. Product: CC(C)COC1=CC(=O)C(Cc2cccc(CCN=[N+]=[N-])c2)C1. RXN SMILES: [CH3:26][N:27]([CH3:28])[CH:29]=[O:30].[I:1][CH2:2][CH2:3][c:4]1[cH:5][c:6]([CH2:7][CH:8]2[CH2:9][C:10]([O:14][CH2:15][CH:16]([CH3:17])[CH3:18])=[CH:11][C:12]2=[O:13])[cH:19][cH:20][cH:21]1.[N-:23]=[N+:24]=[N-:25].[Na+:22].[OH2:31]>>[CH2:2]([CH2:3][c:4]1[cH:5][c:6]([CH2:7][CH:8]2[CH2:9][C:10]([O:14][CH2:15][CH:16]([CH3:17])[CH3:18])=[CH:11][C:12]2=[O:13])[cH:19][cH:20][cH:21]1)[N:23]=[N+:24]=[N-:25]. Starting materials: methyl and ethyl 2-(2-methyl-4-benzofuranyloxymethyl) benzoates, [OH-].[Na+] (sodium hydroxide), methyl and ethyl esters, C(C)(=O)OC=1C(=C(OCC2=C(C(=O)O)C=CC=C2)C=CC1)C=O (2-(3-acetoxy-2-formylphenoxymethyl)benzoic acid). Run in C(C)O (ethanol), C(C)O (ethanol). The product is C(=O)C1=C(OCC2=C(C(=O)O)C=CC=C2)C=CC=C1O (2-(2-formyl-3-hydroxyphenoxymethyl)benzoic acid). RXN SMILES: C([O:4][C:5]1[C:6]([CH:22]=[O:23])=[C:7]([CH:19]=[CH:20][CH:21]=1)[O:8][CH2:9][C:10]1[CH:18]=[CH:17][CH:16]=[CH:15][C:11]=1[C:12]([OH:14])=[O:13])(=O)C.[OH-].[Na+]>C(O)C>[CH:22]([C:6]1[C:5]([OH:4])=[CH:21][CH:20]=[CH:19][C:7]=1[O:8][CH2:9][C:10]1[CH:18]=[CH:17][CH:16]=[CH:15][C:11]=1[C:12]([OH:14])=[O:13])=[O:23] |f:1.2|. Procedure: A mixture of methyl and ethyl 2-(2-methyl-4-benzofuranyloxymethyl) benzoates (1.212 g) was dissolved in absolute ethanol (180 ml) and ozonised in an analogous manner so that described in Example 5(B) to give a mixture of methyl and ethyl esters of 2-(3-acetoxy-2-formylphenoxymethyl)benzoic acid, as an oil. This oil was dissolved in 95% ethanol (15 ml) and treated with 1N sodium hydroxide solution (15 ml) in an analogous manner to that described in Example 6 to give 2-(2-formyl-3-hydroxyphenoxyme... Reactants: CC(/C=C/C=O)(C)C ((2E)-4,4-dimethylpent-2-enal), CC(C)(C)S(=O)N (2-methylpropane-2-sulfinamide). Reagents/catalysts: [O-]S(=O)(=O)[O-].[Cu+2] (CuSO4). Run in ClCCl (dichloromethane), ClCCl (dichloromethane). Conditions: time 8 hour. Yields the product CC(/C=C/C=N/S(=O)C(C)(C)C)(C)C (N-[(1E,2E)-4,4-dimethylpent-2-en-1-ylidene]-2-methylpropane-2-sulfinamide). Isolated yield 57.4%. Reaction SMILES: [CH3:1][C:2]([S:5]([NH2:7])=[O:6])([CH3:4])[CH3:3].[CH3:8][C:9]([CH3:15])([CH3:14])/[CH:10]=[CH:11]/[CH:12]=O>ClCCl.[O-]S([O-])(=O)=O.[Cu+2]>[CH3:8][C:9]([CH3:15])([CH3:14])/[CH:10]=[CH:11]/[CH:12]=[N:7]/[S:5]([C:2]([CH3:4])([CH3:3])[CH3:1])=[O:6] |f:3.4|. Procedure details: To a solution of 2-methylpropane-2-sulfinamide (3.08 g, 0.025 mol) in dichloromethane (10 ml) was added CuSO4 (5.42 g, 0.034 mol) followed by (2E)-4,4-dimethylpent-2-enal (Journal of Organic Chemistry 1993, 58(9), 2517-22, 1.9 g, 0.017 mol) in dichloromethane (60 ml). The reaction mixture was stirred at RT overnight under nitrogen and then filtered through a pad of celite. The filtrate was evaporated under reduced pressure and purified by chromatography on silica gel eluting with 10% AcOEt/Hexan... Reactants: C(C1=CC=CC=C1)Br (benzyl bromide), O (water), [OH-].[K+] (potassium hydroxide), OC(C(=O)O)(CO)C (2,3-dihydroxy-2-methyl-propionic acid), CN(C)C=O (DMF). Run in C(C)(=O)OCC (ethyl acetate), C(C)(=O)OCC (ethyl acetate). Reaction conditions: temperature 100 celsius, time 1 hour. Product: C(C1=CC=CC=C1)OC(C(CO)(C)C)=O (3-Hydroxy-2,2-dimethyl-propionic Acid Benzyl Ester). Reaction SMILES: [OH-].[K+].O[C:4]([CH3:10])([CH2:8][OH:9])[C:5]([OH:7])=[O:6].[CH2:11](Br)[C:12]1[CH:17]=[CH:16][CH:15]=[CH:14][CH:13]=1.O.[CH3:20]N(C=O)C>C(OCC)(=O)C>[CH2:11]([O:7][C:5](=[O:6])[C:4]([CH3:10])([CH3:20])[CH2:8][OH:9])[C:12]1[CH:17]=[CH:16][CH:15]=[CH:14][CH:13]=1 |f:0.1|. Procedure: Add potassium hydroxide (486.7 mmol, 32.1 g) over a solution of 2,3-dihydroxy-2-methyl-propionic acid (423.2 mmol, 50 g) in 300 mL of DMF. Stir for 1 hour at 100° C. Then add benzyl bromide (584.04 mmol, 69.46 mL) and stir overnight. Cool down the mixture and dilute with ethyl acetate. Wash organic layer with water. Wash aqueous layer with ethyl acetate several times. Combine organic layers and dry over sodium sulfate, filter and concentrate under reduced pressure. 1H NMR (CDCl3, 300 MHz): δ ppm... The reactants are C(CCC)N(C1=NC(=CN=C1)C1=CC=C(C=C1)C)CC1=CC(=C(OCC(=O)OCC)C=C1)C (ethyl [4-({butyl[6-(4-methylphenyl)pyrazin-2-yl]amino}methyl)-2-methylphenoxy]acetate), [OH-].[Na+] (sodium hydroxide). Run in CO (methanol), O1CCCC1 (tetrahydrofuran). Run at time 1 hour. The product is C(CCC)N(C1=NC(=CN=C1)C1=CC=C(C=C1)C)CC1=CC(=C(OCC(=O)O)C=C1)C ([4-({Butyl[6-(4-methylphenyl)pyrazin-2-yl]amino}methyl)-2-methylphenoxy]acetic acid). Isolated yield 93.2%. RXN SMILES: [CH2:1]([N:5]([CH2:19][C:20]1[CH:32]=[CH:31][C:23]([O:24][CH2:25][C:26]([O:28]CC)=[O:27])=[C:22]([CH3:33])[CH:21]=1)[C:6]1[CH:11]=[N:10][CH:9]=[C:8]([C:12]2[CH:17]=[CH:16][C:15]([CH3:18])=[CH:14][CH:13]=2)[N:7]=1)[CH2:2][CH2:3][CH3:4].[OH-].[Na+]>CO.O1CCCC1>[CH2:1]([N:5]([CH2:19][C:20]1[CH:32]=[CH:31][C:23]([O:24][CH2:25][C:26]([OH:28])=[O:27])=[C:22]([CH3:33])[CH:21]=1)[C:6]1[CH:11]=[N:10][CH:9]=[C:8]([C:12]2[CH:13]=[CH:14][C:15]([CH3:18])=[CH:16][CH:17]=2)[N:7]=1)[CH2:2][CH2:3][CH3:4] |f:1.2|. Procedure details: To a solution of ethyl [4-({butyl[6-(4-methylphenyl)pyrazin-2-yl]amino}methyl)-2-methylphenoxy]acetate (39 mg, 0.087 mmol) in methanol (1 mL) and tetrahydrofuran (1 mL), was added 2M sodium hydroxide (1 mL). After shaking for 1 h at room temperature the solvent was evaporated and the residue was then acidified with 2M HCl and extracted CH2Cl2 (2×10 mL). The organic solution separated by hydrophobic frit and the solvents removed in vacuo to afford the title compound as a bright yellow solid (34 m... The reactants are O=C=Nc1ccccc1Br, Cc1cc(C(F)(F)F)cc(N2CC(N)C2)n1, ClCCl. Product: Cc1cc(C(F)(F)F)cc(N2CC(NC(=O)Nc3ccccc3Br)C2)n1. Reaction SMILES: [Br:17][c:18]1[c:19]([N:24]=[C:25]=[O:26])[cH:20][cH:21][cH:22][cH:23]1.[CH3:1][c:2]1[cH:3][c:4]([C:13]([F:14])([F:15])[F:16])[cH:5][c:6]([N:8]2[CH2:9][CH:10]([NH2:12])[CH2:11]2)[n:7]1.[Cl:27][CH2:28][Cl:29]>>[CH3:1][c:2]1[cH:3][c:4]([C:13]([F:14])([F:15])[F:16])[cH:5][c:6]([N:8]2[CH2:9][CH:10]([NH:12][C:25]([NH:24][c:19]3[c:18]([Br:17])[cH:23][cH:22][cH:21][cH:20]3)=[O:26])[CH2:11]2)[n:7]1. The reactants are BrC=1C(=NC(=NC1)Cl)Cl (5-bromo-2,4-dichloro-pyrimidine), BrC=1C(=NC(=NC1)Cl)NC(CNC(OC(C)(C)C)=O)C(C)C (tert-butyl N-[2-[(5-bromo-2-chloro-pyrimidin-4-yl)amino]-3-methyl-butyl]carbamate). The product is BrC=1C(=NC(=NC1)Cl)N[C@H](CNC(OC(C)(C)C)=O)C(CC)C (tert-butyl N-[(2S)-2-[(5-bromo-2-chloro-pyrimidin-4-yl)amino]-3-methyl-pentyl]carbamate). As a reaction SMILES: Br[C:2]1C(Cl)=NC(Cl)=NC=1.[Br:10][C:11]1[C:12]([NH:18][CH:19]([CH:29]([CH3:31])[CH3:30])[CH2:20][NH:21][C:22](=[O:28])[O:23][C:24]([CH3:27])([CH3:26])[CH3:25])=[N:13][C:14]([Cl:17])=[N:15][CH:16]=1>>[Br:10][C:11]1[C:12]([NH:18][C@@H:19]([CH:29]([CH3:31])[CH2:30][CH3:2])[CH2:20][NH:21][C:22](=[O:28])[O:23][C:24]([CH3:25])([CH3:26])[CH3:27])=[N:13][C:14]([Cl:17])=[N:15][CH:16]=1. Reported procedure: Intermediate I was hydrogenated using 10% Pd/C under hydrogen at 50 psi in a pressure vessel to afford tert-butyl N-[(2S)-2-amino-3-methyl-pentyl]carbamate which was reacted with 5-bromo-2,4-dichloro-pyrimidine using analogous reaction conditions as described for tert-butyl N-[2-[(5-bromo-2-chloro-pyrimidin-4-yl)amino]-3-methyl-butyl]carbamate to afford tert-butyl N-[(2S)-2-[(5-bromo-2-chloro-pyrimidin-4-yl)amino]-3-methyl-pentyl]carbamate. 1H NMR (600 MHz, CHLOROFORM-d) δ ppm 0.88-0.95 (m, 6H) ... Reactants: NC(CC)CC (3-aminopentane), O (Water), ClCCC=1C(=NC=2N(C1O)C(=NC2C2=C(C=C(C=C2C)C)C)C)C (3-(2-chloroethyl)-8-mesityl-2,6-dimethylimidazo[1,5-a]pyrimidin-4-ol), CN(C1=CC=CC=C1)C (N,N-dimethylaniline), P(=O)(Cl)(Cl)Cl (phosphorus oxychloride). Run in C(C)#N (acetonitrile). Reaction conditions: temperature 80 celsius, time 8 hour. The product is ClC1=C(C(=NC=2N1C(=NC2C2=C(C=C(C=C2C)C)C)C)C)CCCl (4-Chloro-3-(2-chloroethyl)-8-mesityl-2,6-dimethylimidazo[1,5-a]pyrimidine). As a reaction SMILES: [Cl:1][CH2:2][CH2:3][C:4]1[C:5]([CH3:24])=[N:6][C:7]2[N:8]([C:11]([CH3:23])=[N:12][C:13]=2[C:14]2[C:19]([CH3:20])=[CH:18][C:17]([CH3:21])=[CH:16][C:15]=2[CH3:22])[C:9]=1O.CN(C)C1C=CC=CC=1.NC(CC)CC.O.P(Cl)(Cl)([Cl:43])=O>C(#N)C>[Cl:43][C:9]1[N:8]2[C:11]([CH3:23])=[N:12][C:13]([C:14]3[C:19]([CH3:20])=[CH:18][C:17]([CH3:21])=[CH:16][C:15]=3[CH3:22])=[C:7]2[N:6]=[C:5]([CH3:24])[C:4]=1[CH2:3][CH2:2][Cl:1]. Procedure details: A solution of 3-(2-chloroethyl)-8-mesityl-2,6-dimethylimidazo[1,5-a]pyrimidin-4-ol (200 mg, 0.58 mmol) and N,N-dimethylaniline (0.3 mL) in phosphorus oxychloride (3 mL) was heated under reflux for six hours. After overnight, 3-aminopentane (2 mL) was added to a solution of the residue in acetonitrile (5 mL), followed by stirring at 80° C. for three hours. Water was added, and the mixture was extracted with ethyl acetate, washed with brine, dried over anhydrous magnesium sulfate and evaporated. T...